From a dataset of the Open Reaction Database (ORD), a public repository of structured organic reaction records. describe an organic reaction: reactants, conditions, products, and yield The reactants are BrC1=CC=C(C=C1)/C(=C/C(=O)OCC)/C ((E)-ethyl 3-(4-bromophenyl)-but-2-enoate), C(C)(C)(C)C1=CC=C(C=C1)B(O)O (4-tert-butylphenylboronic acid). Yields the product C(C)(C)(C)C1=CC=C(C=C1)C1=CC=C(C=C1)/C(=C/C(=O)OCC)/C ((E)-ethyl 3-(4′-tert-butyl-biphenyl-4-yl)-but-2-enoate). As a reaction SMILES: Br[C:2]1[CH:7]=[CH:6][C:5](/[C:8](/[CH3:15])=[CH:9]/[C:10]([O:12][CH2:13][CH3:14])=[O:11])=[CH:4][CH:3]=1.[C:16]([C:20]1[CH:25]=[CH:24][C:23](B(O)O)=[CH:22][CH:21]=1)([CH3:19])([CH3:18])[CH3:17]>>[C:16]([C:20]1[CH:25]=[CH:24][C:23]([C:2]2[CH:7]=[CH:6][C:5](/[C:8](/[CH3:15])=[CH:9]/[C:10]([O:12][CH2:13][CH3:14])=[O:11])=[CH:4][CH:3]=2)=[CH:22][CH:21]=1)([CH3:19])([CH3:18])[CH3:17]. Procedure: The colourless oil, (E)-ethyl 3-(4′-tert-butyl-biphenyl-4-yl)-but-2-enoate was prepared from (E)-ethyl 3-(4-bromophenyl)-but-2-enoate (example 50a) and 4-tert-butylphenylboronic acid by a procedure analogous to that described in example 52a The reactants are CCOC(=O)Cc1cc(O)cc(-c2ccc(C(F)(F)F)cc2)c1, ClCCl, O=S(=O)(OS(=O)(=O)C(F)(F)F)C(F)(F)F, c1ccncc1. Yields the product CCOC(=O)Cc1cc(OS(=O)(=O)C(F)(F)F)cc(-c2ccc(C(F)(F)F)cc2)c1. Reaction SMILES: [CH2:16]([CH3:17])[O:18][C:19]([CH2:20][c:21]1[cH:22][c:23](-[c:28]2[cH:29][cH:30][c:31]([C:34]([F:35])([F:36])[F:37])[cH:32][cH:33]2)[cH:24][c:25]([OH:27])[cH:26]1)=[O:38].[Cl:45][CH2:46][Cl:47].[F:1][C:2]([S:3](=[O:4])(=[O:5])[O:8][S:9](=[O:10])(=[O:11])[C:12]([F:13])([F:14])[F:15])([F:6])[F:7].[cH:39]1[cH:40][cH:41][n:42][cH:43][cH:44]1>>[O:8]([S:9](=[O:10])(=[O:11])[C:12]([F:13])([F:14])[F:15])[c:25]1[cH:24][c:23](-[c:28]2[cH:29][cH:30][c:31]([C:34]([F:35])([F:36])[F:37])[cH:32][cH:33]2)[cH:22][c:21]([CH2:20][C:19]([O:18][CH2:16][CH3:17])=[O:38])[cH:26]1. RXN SMILES: [CH2:24]1[O:25][CH2:26][CH2:27][CH2:28]1.[CH2:4]([Li:5])[CH2:6][CH2:7][CH3:8].[CH2:9]([O:11][C:12](=[O:10])[c:13]1[c:14]([CH3:20])[cH:15][c:16]([CH3:19])[cH:17][cH:18]1)[CH3:21].[CH3:1][C:2]#[N:3].[Na+:23].[OH-:22]>>[CH2:1]([C:2]#[N:3])[C:12](=[O:11])[c:13]1[c:14]([CH3:20])[cH:15][c:16]([CH3:19])[cH:17][cH:18]1. Starting materials: C1CCOC1, [Li]CCCC, CCOC(=O)c1ccc(C)cc1C, CC#N, [Na+], [OH-]. Product: Cc1ccc(C(=O)CC#N)c(C)c1. Starting materials: C(C(C)C)OCCC1=CC=C(OCC2CO2)C=C1 (1-[4-(2- isobutoxy-ethyl)phenoxy]-2,3-epoxypropane), NCCN1C(=NC2=C1C=CC(=C2)C=2CCC(NN2)=O)O (6-[1-(2-aminoethyl)-2-hydroxy-benzimidazol-5-yl]-4,5-dihydro-3(2H)-pyridazinone). Product: C(C(C)C)OCCC1=CC=C(OCC(CNCCN2C(=NC3=C2C=CC(=C3)C=3CCC(NN3)=O)O)O)C=C1 (6-[1-[2-[3-(4-(2-Isobutoxy-ethyl)phenoxy)-2-hydroxypropylamino]ethyl]-2-hydroxy-benzimidazol-5-yl]-4,5-dihydro-3(2H)-pyridazinone). As a reaction SMILES: [CH2:1]([O:5][CH2:6][CH2:7][C:8]1[CH:18]=[CH:17][C:11]([O:12][CH2:13][CH:14]2[O:16][CH2:15]2)=[CH:10][CH:9]=1)[CH:2]([CH3:4])[CH3:3].[NH2:19][CH2:20][CH2:21][N:22]1[C:26]2[CH:27]=[CH:28][C:29]([C:31]3[CH2:32][CH2:33][C:34](=[O:37])[NH:35][N:36]=3)=[CH:30][C:25]=2[N:24]=[C:23]1[OH:38]>>[CH2:1]([O:5][CH2:6][CH2:7][C:8]1[CH:18]=[CH:17][C:11]([O:12][CH2:13][CH:14]([OH:16])[CH2:15][NH:19][CH2:20][CH2:21][N:22]2[C:26]3[CH:27]=[CH:28][C:29]([C:31]4[CH2:32][CH2:33][C:34](=[O:37])[NH:35][N:36]=4)=[CH:30][C:25]=3[N:24]=[C:23]2[OH:38])=[CH:10][CH:9]=1)[CH:2]([CH3:4])[CH3:3]. Procedure: Prepared analogously to Example 1 from 1-[4-(2- isobutoxy-ethyl)phenoxy]-2,3-epoxypropane and 6-[1-(2-aminoethyl)-2-hydroxy-benzimidazol-5-yl]-4,5-dihydro-3(2H)-pyridazinone. Reactants: NC1=CC=C(C=C1)C1=C(NC2=CN=CC=C21)C(=O)N (3-(4-aminophenyl)-1H-pyrrolo[2,3-c]pyridine-2-carboxamide), CC1=C(C=C(C=C1)C)N=C=O (2,5-dimethylphenyl isocyanate). The product is solid, CC1=C(C=C(C=C1)C)NC(NC1=CC=C(C=C1)C1=C(NC2=CN=CC=C21)C(=O)N)=O (3-{4-[3-(2,5-dimethylphenyl)ureido]phenyl}-1H-pyrrolo-[2,3-c]pyridine-2-carboxamide). Reaction SMILES: [NH2:1][C:2]1[CH:7]=[CH:6][C:5]([C:8]2[C:16]3[C:11](=[CH:12][N:13]=[CH:14][CH:15]=3)[NH:10][C:9]=2[C:17]([NH2:19])=[O:18])=[CH:4][CH:3]=1.[CH3:20][C:21]1[CH:26]=[CH:25][C:24]([CH3:27])=[CH:23][C:22]=1[N:28]=[C:29]=[O:30]>>[CH3:20][C:21]1[CH:26]=[CH:25][C:24]([CH3:27])=[CH:23][C:22]=1[NH:28][C:29](=[O:30])[NH:1][C:2]1[CH:3]=[CH:4][C:5]([C:8]2[C:16]3[C:11](=[CH:12][N:13]=[CH:14][CH:15]=3)[NH:10][C:9]=2[C:17]([NH2:19])=[O:18])=[CH:6][CH:7]=1. Procedure details: 87 mg of solid yellow 3-{4-[3-(2,5-dimethylphenyl)ureido]phenyl}-1H-pyrrolo-[2,3-c]pyridine-2-carboxamide are prepared as described in Example 1 starting with 3-(4-aminophenyl)-1H-pyrrolo[2,3-c]pyridine-2-carboxamide and 2,5-dimethylphenyl isocyanate. The reactants are O=C1COCC(CF)(c2cccc(Br)c2)N1, C1CCOC1, COc1ccc(P2(=S)SP(=S)(c3ccc(OC)cc3)S2)cc1. Yields the product FCC1(c2cccc(Br)c2)COCC(=S)N1. As a reaction SMILES: [Br:1][c:2]1[cH:3][c:4]([C:8]2([CH2:15][F:16])[NH:9][C:10](=[O:14])[CH2:11][O:12][CH2:13]2)[cH:5][cH:6][cH:7]1.[CH2:39]1[O:40][CH2:41][CH2:42][CH2:43]1.[CH3:17][O:18][c:19]1[cH:20][cH:21][c:22]([P:23]2(=[S:26])[S:24][P:25]([c:27]3[cH:28][cH:29][c:30]([O:31][CH3:32])[cH:33][cH:34]3)(=[S:35])[S:36]2)[cH:37][cH:38]1>>[Br:1][c:2]1[cH:3][c:4]([C:8]2([CH2:15][F:16])[NH:9][C:10](=[S:26])[CH2:11][O:12][CH2:13]2)[cH:5][cH:6][cH:7]1. Starting materials: C(N)(=O)C=1C(=NN(C1)C1(CCN(CC1)C(=O)OC(C(=O)OC)(C)C)CC#N)NC1=CC=C(C=C1)F (1-methoxy-2-methyl-1-oxopropan-2-yl 4-{4-carbamoyl-3-[(4-fluorophenyl)amino]-1H-pyrazol-1-yl}-4-(cyanomethyl)piperidine-1-carboxylate), [Li+].[BH4-] (LiBH4). Run in CCOC(=O)C (EtOAc), [Cl-].[NH4+] (ammonium chloride), C1CCOC1 (THF). Reaction conditions: time 3 hour. Product: C(N)(=O)C=1C(=NN(C1)C1(CCN(CC1)C(=O)OC(CO)(C)C)CC#N)NC1=CC=C(C=C1)F (1-Hydroxy-2-methylpropan-2-yl 4-{4-carbamoyl-3-[(4-fluorophenyl)amino]-1H-pyrazol-1-yl}-4-(cyanomethyl)piperidine-1-carboxylate). Reaction SMILES: [C:1]([C:4]1[C:5]([NH:28][C:29]2[CH:34]=[CH:33][C:32]([F:35])=[CH:31][CH:30]=2)=[N:6][N:7]([C:9]2([CH2:25][C:26]#[N:27])[CH2:14][CH2:13][N:12]([C:15]([O:17][C:18]([CH3:24])([CH3:23])[C:19](OC)=[O:20])=[O:16])[CH2:11][CH2:10]2)[CH:8]=1)(=[O:3])[NH2:2].[Li+].[BH4-]>C1COCC1.CCOC(C)=O.[Cl-].[NH4+]>[C:1]([C:4]1[C:5]([NH:28][C:29]2[CH:30]=[CH:31][C:32]([F:35])=[CH:33][CH:34]=2)=[N:6][N:7]([C:9]2([CH2:25][C:26]#[N:27])[CH2:10][CH2:11][N:12]([C:15]([O:17][C:18]([CH3:24])([CH3:23])[CH2:19][OH:20])=[O:16])[CH2:13][CH2:14]2)[CH:8]=1)(=[O:3])[NH2:2] |f:1.2,5.6|. Reported procedure: To a solution of 1-methoxy-2-methyl-1-oxopropan-2-yl 4-{4-carbamoyl-3-[(4-fluorophenyl)amino]-1H-pyrazol-1-yl}-4-(cyanomethyl)piperidine-1-carboxylate (70 mg, 0.14 mmol) in THF (1.9 mL) at ambient temperature was added LiBH4 (25 mg, 1.2 mmol). The mixture was allowed to stir at ambient temperature for 3 hours. The mixture was then diluted with EtOAc and saturated aqueous ammonium chloride. The organic layer was separated, washed with water, brine, dried over anhydrous MgSO4, filtered, and concen... Starting materials: BrC1=CC=C(C(C=O)=C1)O (5-bromosalicylaldehyde), C([O-])([O-])=O.[K+].[K+] (potassium carbonate), BrCC1CC1 (bromomethylcyclopropane), C(CC)N (Propylamine), [BH4-].[Na+] (sodium borohydride), Cl (hydrochloric acid). Run in CN(C=O)C (dimethylformamide), C(C)OCC (diethyl ether). Conditions: temperature 50 celsius, time 60 hour. Product: C(C)NCC1=C(C=CC(=C1)Br)OCC1CC1 (N-Ethyl-5 -bromo-2-(cyclopropylmethoxy)benzylamine). Isolated yield 22.8%. RXN SMILES: [Br:1][C:2]1[CH:9]=[C:6]([CH:7]=O)[C:5]([OH:10])=[CH:4][CH:3]=1.C(=O)([O-])[O-].[K+].[K+].Br[CH2:18][CH:19]1[CH2:21][CH2:20]1.[CH2:22]([NH2:25])[CH2:23]C.[BH4-].[Na+].Cl>CN(C)C=O.C(OCC)C>[CH2:22]([NH:25][CH2:7][C:6]1[CH:9]=[C:2]([Br:1])[CH:3]=[CH:4][C:5]=1[O:10][CH2:18][CH:19]1[CH2:21][CH2:20]1)[CH3:23] |f:1.2.3,6.7|. Reported procedure: To 5-bromosalicylaldehyde (15.0 g, 74 mmol) in dimethylformamide was added anhydrous potassium carbonate (36.8 g, 266 mmol) and bromomethylcyclopropane (9 ml, 93 mmol) and the solution stirred at 50 ° C. for 60 hours. Propylamine (26.5 g, 450 mmol) was then added and the solution left to stir at ambient temperatures for 2 hours, after which diethyl ether (50 ml) and sodium borohydride (2.6 g, 68 mmol) were added and the solution left for another hour. 6 Normal hydrochloric acid (150 ml) was then... The reactants are COC(C[C@@H]1COC2=C1C=CC(=C2)O[C@@H]2CCC1=C(C=CC(=C21)F)B2OC(C(O2)(C)C)(C)C)=O ({(S)-6-[(R)-7-fluoro-4-(4,4,5,5-tetramethyl-[1,3,2]dioxaborolan-2-yl)-indan-1-yloxy]-2,3-dihydro-benzofuran-3-yl}-acetic acid methyl ester), BrC1=C(C=C(C=C1C)C=1C(=NN(C1C)C)C)C (4-(4-bromo-3,5-dimethyl-phenyl)-1,3,5-trimethyl-pyrazole), BrC1=C2CC[C@H](C2=C(C=C1)F)OC1=CC2=C([C@@H](CO2)CC(=O)OC)C=C1 (Methyl 2-((S)-6-((R)-4-bromo-7-fluoro-2,3-dihydro-1H-inden-1-yloxy)-2,3-dihydrobenzofuran-3-yl)acetate). Product: COC(C[C@@H]1COC2=C1C=CC(=C2)O[C@@H]2CCC1=C(C=CC(=C21)F)C2=C(C=C(C=C2C)C=2C(=NN(C2C)C)C)C)=O ({(S)-6-[(R)-4-(2,6-Dimethyl-4-(1,3,5-trimethyl-pyrazol-4-yl)-phenyl)-7-fluoro-indan-1-yloxy]-2,3-dihydro-benzofuran-3-yl}-acetic acid methyl ester). As a reaction SMILES: [CH3:1][O:2][C:3](=[O:34])[CH2:4][C@H:5]1[C:9]2[CH:10]=[CH:11][C:12]([O:14][C@H:15]3[C:23]4[C:18](=[C:19](B5OC(C)(C)C(C)(C)O5)[CH:20]=[CH:21][C:22]=4[F:24])[CH2:17][CH2:16]3)=[CH:13][C:8]=2[O:7][CH2:6]1.Br[C:36]1[C:41]([CH3:42])=[CH:40][C:39]([C:43]2[C:44]([CH3:50])=[N:45][N:46]([CH3:49])[C:47]=2[CH3:48])=[CH:38][C:37]=1[CH3:51].BrC1C=CC(F)=C2C=1CC[C@H]2OC1C=CC2[C@H](CC(OC)=O)COC=2C=1>>[CH3:1][O:2][C:3](=[O:34])[CH2:4][C@H:5]1[C:9]2[CH:10]=[CH:11][C:12]([O:14][C@H:15]3[C:23]4[C:18](=[C:19]([C:36]5[C:37]([CH3:51])=[CH:38][C:39]([C:43]6[C:44]([CH3:50])=[N:45][N:46]([CH3:49])[C:47]=6[CH3:48])=[CH:40][C:41]=5[CH3:42])[CH:20]=[CH:21][C:22]=4[F:24])[CH2:17][CH2:16]3)=[CH:13][C:8]=2[O:7][CH2:6]1. Procedure: The title compound is prepared from {(S)-6-[(R)-7-fluoro-4-(4,4,5,5-tetramethyl-[1,3,2]dioxaborolan-2-yl)-indan-1-yloxy]-2,3-dihydro-benzofuran-3-yl}-acetic acid methyl ester and 4-(4-bromo-3,5-dimethyl-phenyl)-1,3,5-trimethyl-pyrazole following a procedure analogous to that described in Step 5 of Intermediate 1. LC (method 9): tR=1.24 min; Mass spectrum (ESI+): m/z=555 [M+H]+. Reactants: polystyrene, NCCNC(=S)NC1=C(C=CC=C1Cl)Cl (1-(2-Aminoethyl)-3-(2,6-dichlorophenyl)thiourea), [OH-].[Na+] (sodium hydroxide), polystyrene, acid chloride. Run in O (water), C1CCOC1 (THF), C1CCOC1 (THF). Reaction conditions: time 2 hour. The product is ClC1=C(C(=CC=C1)Cl)N=C1NCCN1 ((2,6-Dichlorophenyl)imidazolidin-2-ylidene amine). Yield: 59.7%. RXN SMILES: [NH2:1][CH2:2][CH2:3][NH:4][C:5]([NH:7][C:8]1[C:13]([Cl:14])=[CH:12][CH:11]=[CH:10][C:9]=1[Cl:15])=S.[OH-].[Na+]>C1COCC1.O>[Cl:15][C:9]1[CH:10]=[CH:11][CH:12]=[C:13]([Cl:14])[C:8]=1[N:7]=[C:5]1[NH:4][CH2:3][CH2:2][NH:1]1 |f:1.2|. Procedure: 1-(2-Aminoethyl)-3-(2,6-dichlorophenyl)thiourea (200 mg) was dissolved under argon in THF (4 ml), admixed with a solution of sodium hydroxide (102 mg) in water (2 ml) and then a slurry of polystyrene-bound toluenesulfonyl chloride (457 mg, 2.9 mmol/g) in THF (4 ml) was added dropwise within five minutes. After stirring at room temperature for 2 h, further polystyrene-bound toluenesulfonyl chloride (65 mg in 2 ml of THF) was added, followed, after a further hour, by further acid chloride (124 mg ...